From a dataset of the Open Reaction Database (ORD), a public repository of structured organic reaction records. describe an organic reaction: reactants, conditions, products, and yield The reactants are CN1CCOCC1, CC1(C)OCC(CON)O1, CCOC(C)=O, O=C(O)c1ccc(F)c(F)c1Nc1ccc(I)cc1F, C1CCOC1, O=P(Cl)(c1ccccc1)c1ccccc1. RXN SMILES: [CH3:36][N:37]1[CH2:38][CH2:39][O:40][CH2:41][CH2:42]1.[CH3:43][C:44]1([CH3:52])[O:45][CH2:46][CH:47]([CH2:49][O:50][NH2:51])[O:48]1.[CH3:53][CH2:54][O:55][C:56](=[O:57])[CH3:58].[F:1][c:2]1[c:3]([NH:12][c:13]2[c:14]([F:20])[cH:15][c:16]([I:19])[cH:17][cH:18]2)[c:4]([C:5](=[O:6])[OH:7])[cH:8][cH:9][c:10]1[F:11].[O:59]1[CH2:60][CH2:61][CH2:62][CH2:63]1.[c:21]1([P:22]([Cl:23])([c:24]2[cH:25][cH:26][cH:27][cH:28][cH:29]2)=[O:30])[cH:31][cH:32][cH:33][cH:34][cH:35]1>>[F:1][c:2]1[c:3]([NH:12][c:13]2[c:14]([F:20])[cH:15][c:16]([I:19])[cH:17][cH:18]2)[c:4]([C:5](=[O:7])[NH:51][O:50][CH2:49][CH:47]2[CH2:46][O:45][C:44]([CH3:43])([CH3:52])[O:48]2)[cH:8][cH:9][c:10]1[F:11]. Product: CC1(C)OCC(CONC(=O)c2ccc(F)c(F)c2Nc2ccc(I)cc2F)O1. The reactants are OC(=O)C(F)(F)F.N[C@@H](C(=O)NN1C[C@H](CC1)N(C([C@@H](CO)C)=O)C1CCCCC1)CC1=CC=C(C=C1)Cl ((2R)-2-amino-N-{(3S)-3-[cyclohexyl((2R)-2-methyl-3-hydroxypropionyl)amino]pyrrolidine-1-yl}-3-(4-chlorophenyl)propionamide TFA), HCl-substituted. Solvent: CO (methanol). Yields the product Cl.N[C@@H](C(=O)NN1C[C@H](CC1)N(C([C@@H](CO)C)=O)C1CCCCC1)CC1=CC=C(C=C1)Cl ((2R)-2-amino-N-{(3S)-3-[cyclohexyl((2R)-2-methyl-3-hydroxypropionyl)amino]pyrrolidine-1-yl}-3-(4-chlorophenyl)propionamide HCl). Reaction SMILES: OC(C(F)(F)F)=O.[NH2:8][C@H:9]([CH2:31][C:32]1[CH:37]=[CH:36][C:35]([Cl:38])=[CH:34][CH:33]=1)[C:10]([NH:12][N:13]1[CH2:17][CH2:16][C@H:15]([N:18]([CH:25]2[CH2:30][CH2:29][CH2:28][CH2:27][CH2:26]2)[C:19](=[O:24])[C@H:20]([CH3:23])[CH2:21][OH:22])[CH2:14]1)=[O:11]>CO>[ClH:38].[NH2:8][C@H:9]([CH2:31][C:32]1[CH:33]=[CH:34][C:35]([Cl:38])=[CH:36][CH:37]=1)[C:10]([NH:12][N:13]1[CH2:17][CH2:16][C@H:15]([N:18]([CH:25]2[CH2:30][CH2:29][CH2:28][CH2:27][CH2:26]2)[C:19](=[O:24])[C@H:20]([CH3:23])[CH2:21][OH:22])[CH2:14]1)=[O:11] |f:0.1,3.4|. Procedure: (2R)-2-amino-N-{(3S)-3-[cyclohexyl((2R)-2-methyl-3-hydroxypropionyl)amino]pyrrolidine-1-yl}-3-(4-chlorophenyl)propionamide TFA prepared in the above Step C was dissolved in methanol, and passed though HCl-substituted ion exchange resin to give the title compound. Reactants: primary amine, aryl fluoride, CCN(C(C)C)C(C)C (DIPEA), O (H2O), FC1=CC=C(C#N)C=C1 (p-fluorobenzonitrile), primary amine, NCCN(S(=O)(=O)C1=NC=CC=C1)CC1CCCCC1 (N-(2-Aminoethyl)-N-(cyclohexylmethyl)pyridine-2-sulfonamide). The solvent is CS(=O)C (DMSO). Reaction conditions: temperature 120 celsius. Yields the product C(#N)C1=CC=C(C=C1)NCCN(S(=O)(=O)C1=NC=CC=C1)CC1CCCCC1 (N-(2-(4-cyanophenylamino)ethyl)-N-(cyclohexylmethyl)pyridine-2-sulfonamide), gum. Yield: 89.0%. Reaction SMILES: [NH2:1][CH2:2][CH2:3][N:4]([CH2:14][CH:15]1[CH2:20][CH2:19][CH2:18][CH2:17][CH2:16]1)[S:5]([C:8]1[CH:13]=[CH:12][CH:11]=[CH:10][N:9]=1)(=[O:7])=[O:6].F[C:22]1[CH:29]=[CH:28][C:25]([C:26]#[N:27])=[CH:24][CH:23]=1.CCN(C(C)C)C(C)C.O>CS(C)=O>[C:26]([C:25]1[CH:28]=[CH:29][C:22]([NH:1][CH2:2][CH2:3][N:4]([CH2:14][CH:15]2[CH2:20][CH2:19][CH2:18][CH2:17][CH2:16]2)[S:5]([C:8]2[CH:13]=[CH:12][CH:11]=[CH:10][N:9]=2)(=[O:7])=[O:6])=[CH:23][CH:24]=1)#[N:27]. Procedure: The primary amine of N-(2-aminoethyl)-N-(cyclohexylmethyl)pyridine-2-sulfonamide (19) was arylated with p-fluorobenzonitrile on a 0.336 mmol scale. To a stirring solution of the primary amine (1 equiv) in DMSO (0.2 M) were added the aryl fluoride (1.2 equiv) and DIPEA (3 equiv). The reaction mixture was heated to 120° C. for 48 h. After allowing the reaction to cool, H2O was added, and the crude product was extracted with EtOAc (×3). The EtOAc extractions were combined, washed with water (×3), b... The product is C1=CCC(OCc2ccccc2)C1. Starting materials: BrCc1ccccc1, C1CCOC1, OC1CC=CC1, [H-], [Na+]. RXN SMILES: [Br:9][CH2:10][c:11]1[cH:12][cH:13][cH:14][cH:15][cH:16]1.[CH2:17]1[O:18][CH2:19][CH2:20][CH2:21]1.[CH:1]1([OH:6])[CH2:2][CH:3]=[CH:4][CH2:5]1.[H-:8].[Na+:7]>>[CH:1]1([O:6][CH2:10][c:11]2[cH:12][cH:13][cH:14][cH:15][cH:16]2)[CH2:2][CH:3]=[CH:4][CH2:5]1. Starting materials: ClCCl, CCn1c(=O)c(-c2cc(N)c(F)cc2F)cc2cnc(N)cc21, O=C=Nc1ccccc1. Product: CCn1c(=O)c(-c2cc(NC(=O)Nc3ccccc3)c(F)cc2F)cc2cnc(N)cc21. Reaction SMILES: [Cl:33][CH2:34][Cl:35].[NH2:1][c:2]1[n:3][cH:4][c:5]2[cH:6][c:7](-[c:15]3[c:16]([F:23])[cH:17][c:18]([F:22])[c:19]([NH2:21])[cH:20]3)[c:8](=[O:14])[n:9]([CH2:12][CH3:13])[c:10]2[cH:11]1.[O:24]=[C:25]=[N:26][c:27]1[cH:28][cH:29][cH:30][cH:31][cH:32]1>>[NH2:1][c:2]1[n:3][cH:4][c:5]2[cH:6][c:7](-[c:15]3[c:16]([F:23])[cH:17][c:18]([F:22])[c:19]([NH:21][C:25](=[O:24])[NH:26][c:27]4[cH:28][cH:29][cH:30][cH:31][cH:32]4)[cH:20]3)[c:8](=[O:14])[n:9]([CH2:12][CH3:13])[c:10]2[cH:11]1.